Dataset: the Open Reaction Database (ORD), a public repository of structured organic reaction records. Task: describe an organic reaction: reactants, conditions, products, and yield The reactants are ClC1=C(C=CC(=C1)Cl)C=1N=C(C(=NC1CC)N[C@H]1[C@H](CC2=CC=CC=C12)OCC)CC (5-(2,4-dichlorophenyl)-N-[(1R,2S)-2-ethoxy-2,3-dihydro-1H-inden-1-yl]-3,6-diethylpyrazin-2-amine), C1(CC1)C=1C(=NC(=C(N1)C1=C(C=C(C=C1)Cl)Cl)C)N[C@H]1[C@H](CC2=CC=CC=C12)O ((1R,2S)-1-{[3-cyclopropyl-5-(2,4-dichlorophenyl)-6-methylpyrazin-2-yl]amino}-2,3-dihydro-1H-inden-2-ol). Yields the product C1(CC1)C=1C(=NC(=C(N1)C1=C(C=C(C=C1)Cl)Cl)C)N[C@H]1[C@H](CC2=CC=CC=C12)OCC (3-cyclopropyl-5-(2,4-dichlorophenyl)-N-[(1R,2S)-2-ethoxy-2,3-dihydro-1H-inden-1-yl]-6-methylpyrazin-2-amine). RXN SMILES: [Cl:1][C:2]1[CH:7]=[C:6]([Cl:8])[CH:5]=[CH:4][C:3]=1[C:9]1[N:10]=[C:11]([CH2:30][CH3:31])[C:12]([NH:17][C@@H:18]2[C:26]3[C:21](=[CH:22][CH:23]=[CH:24][CH:25]=3)[CH2:20][C@@H:19]2[O:27][CH2:28][CH3:29])=[N:13][C:14]=1[CH2:15]C.[CH:32]1(C2C(N[C@@H]3C4C(=CC=CC=4)C[C@@H]3O)=NC(C)=C(C3C=CC(Cl)=CC=3Cl)N=2)CC1>>[CH:30]1([C:11]2[C:12]([NH:17][C@@H:18]3[C:26]4[C:21](=[CH:22][CH:23]=[CH:24][CH:25]=4)[CH2:20][C@@H:19]3[O:27][CH2:28][CH3:29])=[N:13][C:14]([CH3:15])=[C:9]([C:3]3[CH:4]=[CH:5][C:6]([Cl:8])=[CH:7][C:2]=3[Cl:1])[N:10]=2)[CH2:32][CH2:31]1. Procedure details: Following the procedure for the preparation of 5-(2,4-dichlorophenyl)-N-[(1R,2S)-2-ethoxy-2,3-dihydro-1H-inden-1-yl]-3,6-diethylpyrazin-2-amine but substituting (1R,2S)-1-{[3-cyclopropyl-5-(2,4-dichlorophenyl)-6-methylpyrazin-2-yl]amino}-2,3-dihydro-1H-inden-2-ol and making non-critical variations provided the title compound as a solid: 1H NMR (CDCl3) δ 0.87-1.07, 1.18-1.23, 1.82, 2.27, 3.10-3.16, 3.47-3.57, 3.66-3.76, 4.40, 5.83, 5.98, 7.25-7.50; MS (ESI+) for C25H25Cl2N3O m/z 454 (M+H)+. Starting materials: BrC1=CC=CC(=N1)C1=C(C=C(C=C1)C=1OC2=C(N1)C=CC=C2)OC (2-[4-(6-bromopyridin-2-yl)-3-methoxyphenyl]-1,3-benzoxazole), COC=1C=C(C=CC1B1OC(C(O1)(C)C)(C)C)C=1OC2=C(N1)C=CC=C2 (2-[3-methoxy-4-(4,4,5,5-tetramethyl-1,3,2-dioxaborolan-2-yl)phenyl]-1,3-benzoxazole), BrC1=NC=CC=C1C (2-bromo-3-methylpyridine). The product is COC=1C=C(C=CC1C1=NC=C(C=C1)C)C=1OC2=C(N1)C=CC=C2 (2-[3-methoxy-4-(5-methylpyridin-2-yl)phenyl]-1,3-benzoxazole). As a reaction SMILES: Br[C:2]1[N:7]=[C:6]([C:8]2[CH:13]=[CH:12][C:11]([C:14]3[O:15][C:16]4[CH:22]=[CH:21][CH:20]=[CH:19][C:17]=4[N:18]=3)=[CH:10][C:9]=2[O:23][CH3:24])[CH:5]=[CH:4][CH:3]=1.[CH3:25]OC1C=C(C2OC3C=CC=CC=3N=2)C=CC=1B1OC(C)(C)C(C)(C)O1.BrC1C(C)=CC=CN=1>>[CH3:24][O:23][C:9]1[CH:10]=[C:11]([C:14]2[O:15][C:16]3[CH:22]=[CH:21][CH:20]=[CH:19][C:17]=3[N:18]=2)[CH:12]=[CH:13][C:8]=1[C:6]1[CH:5]=[CH:4][C:3]([CH3:25])=[CH:2][N:7]=1. Procedure details: Utilizing the general procedure outlined in the synthesis of 2-[4-(6-bromopyridin-2-yl)-3-methoxyphenyl]-1,3-benzoxazole, 2-[3-methoxy-4-(4,4,5,5-tetramethyl-1,3,2-dioxaborolan-2-yl)phenyl]-1,3-benzoxazole (200 mg, 0.57 mmol) was reacted with 2-bromo-3-methylpyridine (63 μL, 0.57 mmol) to afford the desired 2-[3-methoxy-4-(5-methylpyridin-2-yl)phenyl]-1,3-benzoxazole as a colorless solid: 1H NMR (CDCl3, 300 MHz) δ 8.55–8.53 (d, 1H), 7.98–7.95 (m, 1H), 7.88 (s, 1H), 7.81–7.78 (m, 1H), 7.61–7.56 (...